describe an organic reaction: reactants, conditions, products, and yield From a dataset of the Open Reaction Database (ORD), a public repository of structured organic reaction records. The reactants are O=C(Oc1ccc(-c2ccc(O)cc2)cc1)c1ccccc1, CC(=O)O, O, O=[N+]([O-])O. Product: O=C(Oc1ccc(-c2ccc(O)c([N+](=O)[O-])c2)cc1)c1ccccc1. As a reaction SMILES: [C:1]([c:2]1[cH:3][cH:4][cH:5][cH:6][cH:7]1)(=[O:8])[O:9][c:10]1[cH:11][cH:12][c:13](-[c:16]2[cH:17][cH:18][c:19]([OH:22])[cH:20][cH:21]2)[cH:14][cH:15]1.[CH3:28][C:29](=[O:30])[OH:31].[OH2:27].[OH:23][N+:24]([O-:25])=[O:26]>>[C:1]([c:2]1[cH:3][cH:4][cH:5][cH:6][cH:7]1)(=[O:8])[O:9][c:10]1[cH:11][cH:12][c:13](-[c:16]2[cH:17][cH:18][c:19]([OH:22])[c:20]([N+:24](=[O:23])[O-:25])[cH:21]2)[cH:14][cH:15]1. The reactants are NC=1SC=C(N1)CC(=O)OCC (ethyl 2-amino-4-thiazolylacetate), ClC=1C=C(C=CC1)S(=O)(=O)Cl (3-chlorobenzenesulfonyl chloride). Procedure: The title compound was prepared from ethyl 2-amino-4-thiazolylacetate and 3-chlorobenzenesulfonyl chloride according to METHOD A, giving 0.47 g (65%) of a pink powder: MS (electrospray, [M−H]−) m/z 359.1. Reaction SMILES: [NH2:1][C:2]1[S:3][CH:4]=[C:5]([CH2:7][C:8]([O:10][CH2:11][CH3:12])=[O:9])[N:6]=1.[Cl:13][C:14]1[CH:15]=[C:16]([S:20](Cl)(=[O:22])=[O:21])[CH:17]=[CH:18][CH:19]=1>>[Cl:13][C:14]1[CH:15]=[C:16]([S:20]([NH:1][C:2]2[S:3][CH:4]=[C:5]([CH2:7][C:8]([O:10][CH2:11][CH3:12])=[O:9])[N:6]=2)(=[O:22])=[O:21])[CH:17]=[CH:18][CH:19]=1. The product is ClC=1C=C(C=CC1)S(=O)(=O)NC=1SC=C(N1)CC(=O)OCC (Ethyl (2-{[(3-chlorophenyl)sulfonyl]amino}-1,3-thiazol-4-yl)acetate), pink powder. Yield: 65.0%.